This data is from the Open Reaction Database (ORD), a public repository of structured organic reaction records. The task is: describe an organic reaction: reactants, conditions, products, and yield The reactants are CC1=C(C(=CC=C1)C)C=CCN1C(C2=CC=CC=C2C1=O)=O (2-[3-(2,6-dimethylphenyl)-2-propenyl]-1H-isoindole-1,3(2H)-dione), CO (MeOH). The reagents and catalysts are [Pd] (Pd/C). The solvent is C1CCOC1 (THF). Conditions: time 24 hour. The product is CC1=C(C(=CC=C1)C)CCCN1C(C2=CC=CC=C2C1=O)=O (2-[3-(2,6-dimethylphenyl)propyl]-1H-isoindole-1,3(2H)-dione). Reaction SMILES: [CH3:1][C:2]1[CH:7]=[CH:6][CH:5]=[C:4]([CH3:8])[C:3]=1[CH:9]=[CH:10][CH2:11][N:12]1[C:20](=[O:21])[C:19]2[C:14](=[CH:15][CH:16]=[CH:17][CH:18]=2)[C:13]1=[O:22].CO>C1COCC1.[Pd]>[CH3:1][C:2]1[CH:7]=[CH:6][CH:5]=[C:4]([CH3:8])[C:3]=1[CH2:9][CH2:10][CH2:11][N:12]1[C:20](=[O:21])[C:19]2[C:14](=[CH:15][CH:16]=[CH:17][CH:18]=2)[C:13]1=[O:22]. Reported procedure: The title compound of Example 32 (10 g, 34 mmole) dissolved in 120 ml of THF and 100 ml of MeOH was reduced in a standard Parr hydrogenation apparatus using 1 g of 5% Pd/C as catalyst. The reaction was run at room temperature under a pressure of 5 psi for 24 hours. The residue after removing all solvent under reduced pressure was chromotographed to yield the pale yellow crystalline product which was recrystallized from Skelly B. The melting point was 92°-93.5° C. Starting materials: C(=O)(OCC)C1=C2C(C(=O)NC2=O)=CC=C1 (Carboethoxy phthalimide), Cl (HCl), N[C@@H](CCC(=O)O)C(=O)O (L-glutamic acid). The solvent is C(=O)([O-])[O-].[Na+].[Na+] (Na2CO3), O (water). Product: C1=CC=C2C(=C1)C(=O)N(C2=O)[C@@H](CCC(=O)O)C(=O)O (N,N-phthaloylglutamic acid). As a reaction SMILES: [NH2:1][C@H:2]([C:8]([OH:10])=[O:9])[CH2:3][CH2:4][C:5]([OH:7])=[O:6].[C:11]([C:16]1[CH:26]=[CH:25][CH:24]=[C:18]2C(N[C:22](=[O:23])[C:17]=12)=O)(OCC)=[O:12].Cl>C([O-])([O-])=O.[Na+].[Na+].O>[CH:25]1[CH:26]=[C:16]2[C:11]([N:1]([C@H:2]([C:8]([OH:10])=[O:9])[CH2:3][CH2:4][C:5]([OH:7])=[O:6])[C:22](=[O:23])[C:17]2=[CH:18][CH:24]=1)=[O:12] |f:3.4.5|. Reported procedure: In a solution of Na2CO3 (51.5 g) in water (350 ml) at 5° C. was dissolved L-glutamic acid (29.4 g). Carboethoxy phthalimide (59.6 g) was added to the solution and suspended therein and thereafter reacted at 350° C. for 30-40 minutes. Then the solution was freed from insoluble matter, adjusted to pH 2.5 with 6N-HCl, and allowed to stand at 0° C. The resulting precipitate was filtered, and recrystallized from water to give N,N-phthaloylglutamic acid, yield 35.7 g, 64.4%; specific rotation [α]D25 =... Reactants: ClC1=C(C=CC(=C1)Cl)C1=C(C=C(C=N1)C(=O)OC)C1=CC=C(C=C1)Cl (methyl 6-(2,4-dichlorophenyl)-5-(4-chlorophenyl)pyridine-3-carboxylate), [OH-].[Na+] (sodium hydroxide), Cl (hydrochloric acid). Solvent: CO (methanol). Conditions: time 20 hour. Yields the product ClC1=C(C=CC(=C1)Cl)C1=C(C=C(C=N1)C(=O)O)C1=CC=C(C=C1)Cl (6-(2,4-dichlorophenyl)-5-(4-chlorophenyl)pyridine-3-carboxylic acid). RXN SMILES: [Cl:1][C:2]1[CH:7]=[C:6]([Cl:8])[CH:5]=[CH:4][C:3]=1[C:9]1[N:14]=[CH:13][C:12]([C:15]([O:17]C)=[O:16])=[CH:11][C:10]=1[C:19]1[CH:24]=[CH:23][C:22]([Cl:25])=[CH:21][CH:20]=1.[OH-].[Na+].Cl>CO>[Cl:1][C:2]1[CH:7]=[C:6]([Cl:8])[CH:5]=[CH:4][C:3]=1[C:9]1[N:14]=[CH:13][C:12]([C:15]([OH:17])=[O:16])=[CH:11][C:10]=1[C:19]1[CH:24]=[CH:23][C:22]([Cl:25])=[CH:21][CH:20]=1 |f:1.2|. Reported procedure: To a solution of methyl 6-(2,4-dichlorophenyl)-5-(4-chlorophenyl)pyridine-3-carboxylate (170 mg, 0.43 mmol) from Example 61, Step B in methanol (5 mL) was added 5N sodium hydroxide (0.20 mL, 1.0 mmol). The reaction was stirred at rt for 20 h and was then acidified with 2N hydrochloric acid and extracted twice with methylene chloride. The organic layer was washed with a portion of brine, dried over sodium sulfate, and concentrated in vacuo to give 6-(2,4-dichlorophenyl)-5-(4-chlorophenyl)pyridine... Reactants: C1(=CC=CC=C1)CCCC(CCCC1=CC=CC=C1)NC(=O)C1CCNCC1 (piperidine-4-carboxylic acid [4-phenyl-1-(3-phenyl-propyl)-butyl]-amide), O1[C@H](C1)COC1=CC=NC2=CC=CC=C12 ((R)-4-oxiranylmethoxy-quinoline). The solvent is C(C)O (ethanol). Yields the product C1(=CC=CC=C1)CCCC(CCCC1=CC=CC=C1)NC(=O)C1CCN(CC1)C[C@H](COC1=CC=NC2=CC=CC=C12)O ((R)-1-[2-hydroxy-3-(quinolin-4-yloxy)-propyl]piperidine-4-carboxylic acid [4-phenyl-1-(3-phenyl-propyl)-butyl]-amide). Isolated yield 46.4%. As a reaction SMILES: [C:1]1([CH2:7][CH2:8][CH2:9][CH:10]([NH:20][C:21]([CH:23]2[CH2:28][CH2:27][NH:26][CH2:25][CH2:24]2)=[O:22])[CH2:11][CH2:12][CH2:13][C:14]2[CH:19]=[CH:18][CH:17]=[CH:16][CH:15]=2)[CH:6]=[CH:5][CH:4]=[CH:3][CH:2]=1.[O:29]1[CH2:31][C@@H:30]1[CH2:32][O:33][C:34]1[C:43]2[C:38](=[CH:39][CH:40]=[CH:41][CH:42]=2)[N:37]=[CH:36][CH:35]=1>C(O)C>[C:1]1([CH2:7][CH2:8][CH2:9][CH:10]([NH:20][C:21]([CH:23]2[CH2:28][CH2:27][N:26]([CH2:31][C@@H:30]([OH:29])[CH2:32][O:33][C:34]3[C:43]4[C:38](=[CH:39][CH:40]=[CH:41][CH:42]=4)[N:37]=[CH:36][CH:35]=3)[CH2:25][CH2:24]2)=[O:22])[CH2:11][CH2:12][CH2:13][C:14]2[CH:19]=[CH:18][CH:17]=[CH:16][CH:15]=2)[CH:6]=[CH:5][CH:4]=[CH:3][CH:2]=1. Procedure: Piperidine-4-carboxylic acid [4-phenyl-1-(3-phenyl-propyl)-butyl]-amide (4) (70.3 mg; 0.186 mmol) is dissolved in ethanol (10 mL) at ambient temperature. (R)-4-Oxiranylmethoxy-quinoline (91) (37.4 mg; 0.186 mmol) is added, then the mixture is refluxed for 22 hours. After cooling to ambient temperature, the solution is concentrated in vacuo at 40° C. The residue is purified via silica gel chromatography with gradient elution (50%→100% acetone in hexanes, then 5%→20% ethanol in acetone) affording ... Starting materials: CC(C)(C)OC(=O)C[C@@H](C(=O)O)NC(=O)OC(C)(C)C (BOC--Asp(OtBu)--OH), ON1C(CCC1=O)=O (N-hydroxy-succinimide), C1CCC(CC1)N=C=NC2CCCCC2 (DCC). Run in O1CCOCC1 (dioxane). Conditions: time 8 hour. The product is CC(C)(C)OC(=O)C[C@@H](C(=O)ON1C(=O)CCC1=O)NC(=O)OC(C)(C)C (BOC--Asp (OtBu)--OSu). RXN SMILES: [CH3:1][C:2]([O:5][C:6]([CH2:8][C@H:9]([NH:13][C:14]([O:16][C:17]([CH3:20])([CH3:19])[CH3:18])=[O:15])[C:10]([OH:12])=[O:11])=[O:7])([CH3:4])[CH3:3].O[N:22]1[C:26](=[O:27])[CH2:25][CH2:24][C:23]1=[O:28].C1CCC(N=C=NC2CCCCC2)CC1>O1CCOCC1>[CH3:4][C:2]([O:5][C:6]([CH2:8][C@H:9]([NH:13][C:14]([O:16][C:17]([CH3:20])([CH3:19])[CH3:18])=[O:15])[C:10]([O:12][N:22]1[C:26](=[O:27])[CH2:25][CH2:24][C:23]1=[O:28])=[O:11])=[O:7])([CH3:1])[CH3:3]. Procedure details: The resulting 11.45 g (39.7 mmoles) of oily BOC--Asp(OtBu)--OH and 4.6 g (40 mmoles) of N-hydroxy-succinimide are dissolved in 100 ml of dry dioxane. The solution is cooled until freezing, and then 8.25 g (40 mmoles) of DCC are added. The reaction mixture is stirred at room temperature overnight, the separated DCU is filtered off, and the filtrate is evaporated. The oily residue is solidified with a mixture of n-hexane and diisopropyl ether. The resulting crude product, weighing 13.8 and melting... Starting materials: COCCN(C(=O)N1CCN(CC1)CC1=CC=2N=C(N=C(C2S1)N1CCOCC1)Cl)C (4-(2-Chloro-4-morpholin-4-yl-thieno[3,2-d]pyrimidin-6-ylmethyl)-piperazine-1-carboxylic acid (2-methoxy-ethyl)-methyl-amide), CC1(OB(OC1(C)C)C=1C=CC(=NC1)N)C (5-(4,4,5,5-tetramethyl-[1,3,2]dioxaborolan-2-yl)-pyridin-2-ylamine). The product is NC1=CC=C(C=N1)C=1N=C(C2=C(N1)C=C(S2)CN2CCN(CC2)C(=O)N(C)CCOC)N2CCOCC2 (4-((2-(6-aminopyridin-3-yl)-4-morpholinothieno[3,2-d]pyrimidin-6-yl)methyl)-N-(2-methoxyethyl)-N-methylpiperazine-1-carboxamide). Reaction SMILES: [CH3:1][O:2][CH2:3][CH2:4][N:5]([CH3:31])[C:6]([N:8]1[CH2:13][CH2:12][N:11]([CH2:14][C:15]2[S:23][C:22]3[C:21]([N:24]4[CH2:29][CH2:28][O:27][CH2:26][CH2:25]4)=[N:20][C:19](Cl)=[N:18][C:17]=3[CH:16]=2)[CH2:10][CH2:9]1)=[O:7].CC1(C)C(C)(C)OB([C:40]2[CH:41]=[CH:42][C:43]([NH2:46])=[N:44][CH:45]=2)O1>>[NH2:46][C:43]1[N:44]=[CH:45][C:40]([C:19]2[N:20]=[C:21]([N:24]3[CH2:29][CH2:28][O:27][CH2:26][CH2:25]3)[C:22]3[S:23][C:15]([CH2:14][N:11]4[CH2:12][CH2:13][N:8]([C:6]([N:5]([CH2:4][CH2:3][O:2][CH3:1])[CH3:31])=[O:7])[CH2:9][CH2:10]4)=[CH:16][C:17]=3[N:18]=2)=[CH:41][CH:42]=1. Procedure: 4-(2-Chloro-4-morpholin-4-yl-thieno[3,2-d]pyrimidin-6-ylmethyl)-piperazine-1-carboxylic acid (2-methoxy-ethyl)-methyl-amide (Example 27) was reacted with 5-(4,4,5,5-tetramethyl-[1,3,2]dioxaborolan-2-yl)-pyridin-2-ylamine in General Procedure A. Purification on silica yielded 156. NMR (CDCl3): 2.57-2.59 (m, 4H, 2×CH2), 2.92 (s, 3H, CH3), 3.30-3.32 (m, 4H, 2×CH2), 3.36 (s, 3H, CH3), 3.38-3.41 (m, 4H, 2×CH2), 3.55-3.58 (m, 4H, 2×CH2), 3.85 (s, 2H, CH2), 3.89-3.91 (m, 4H, 2×CH2), 4.04-4.06 (m, 4H, 2...